This data is from the Open Reaction Database (ORD), a public repository of structured organic reaction records. The task is: describe an organic reaction: reactants, conditions, products, and yield The yield is 80.7%. The reactants are C(C(C)C)(=O)O (isobutyric acid), C(C)Br (ethyl bromide), Cl (hydrogen chloride), C(C)(C)NC(C)C (diisopropylamine), C(CCC)[Li] (n-butyl lithium). Procedure: Anhydrous diisopropylamine (11.5 g, 0.114 mol) was dissolved in anhydrous THF (50 ml) under argon atmosphere. To the mixture stirred at -20° C. was added dropwise n-butyl lithium (1.62N, 70 ml, 0.114 mol) over 30 minutes, then a solution of isobutyric acid (5.0 g, 0.057 mol) in anhydrous THF (10 ml) was added dropwise over 30 minutes, and further a solution of ethyl bromide (6.2 g, 0.057 mol) in anhydrous THF (10 ml) was also added dropwise over one hour. Aqueous hydrogen chloride (6N) was added... Product: COC(C(CC)(C)C)=O (2,2-dimethyl-butanoic acid methyl ester). Reaction SMILES: C(N[CH:5]([CH3:7])[CH3:6])(C)C.C([Li])C[CH2:10][CH3:11].[C:13]([OH:18])(=[O:17])C(C)C.[CH2:19](Br)C.Cl>C1COCC1>[CH3:19][O:18][C:13](=[O:17])[C:5]([CH3:6])([CH3:7])[CH2:10][CH3:11]. Run at temperature -20 celsius. The solvent is C1CCOC1 (THF), C1CCOC1 (THF), C1CCOC1 (THF). Reactants: N1CCC(CC1)CCN1CC=2N(C=C1)C=CC2 (2-(4-piperidylethyl)-pyrrolo[1,2-a]pyrazine), S1C(=CC=C1)C(=O)Cl (2-thienylcarbonyl chloride). The solvent is N1=CC=CC=C1 (pyridine). Yields the product S1C(=CC=C1)C(=O)N1CCC(CC1)CCN1CC2N(CC1)CCC2 (1-(2-Thienylcarbonyl)-4-[2-(hexahydropyrrolo[1,2-a]pyrazine-2(1H)-yl)ethyl]piperidine). As a reaction SMILES: [NH:1]1[CH2:6][CH2:5][CH:4]([CH2:7][CH2:8][N:9]2[CH:14]=[CH:13][N:12]3[CH:15]=[CH:16][CH:17]=[C:11]3[CH2:10]2)[CH2:3][CH2:2]1.[S:18]1[CH:22]=[CH:21][CH:20]=[C:19]1[C:23](Cl)=[O:24]>N1C=CC=CC=1>[S:18]1[CH:22]=[CH:21][CH:20]=[C:19]1[C:23]([N:1]1[CH2:6][CH2:5][CH:4]([CH2:7][CH2:8][N:9]2[CH2:14][CH2:13][N:12]3[CH2:15][CH2:16][CH2:17][CH:11]3[CH2:10]2)[CH2:3][CH2:2]1)=[O:24]. Procedure details: In the manner of Example 2, 2-(4-piperidylethyl)-pyrrolo[1,2-a]pyrazine and 2-thienylcarbonyl chloride will react in pyridine solution to produce the title compound. The reactants are N#Cc1ccc(-c2ccc(Cl)cc2)nc1Cl, CN(C)C=O. The product is N#Cc1ccc(-c2ccc(Cl)cc2)nc1. Reaction SMILES: [Cl:1][c:2]1[n:3][c:4](-[c:10]2[cH:11][cH:12][c:13]([Cl:16])[cH:14][cH:15]2)[cH:5][cH:6][c:7]1[C:8]#[N:9].[O:17]=[CH:18][N:19]([CH3:20])[CH3:21]>>[cH:2]1[n:3][c:4](-[c:10]2[cH:11][cH:12][c:13]([Cl:16])[cH:14][cH:15]2)[cH:5][cH:6][c:7]1[C:8]#[N:9].